From a dataset of the Open Reaction Database (ORD), a public repository of structured organic reaction records. describe an organic reaction: reactants, conditions, products, and yield Reactants: COc1ccc(CN2OCC3CC(O[Si](C)(C)C(C)(C)C)CC32c2ccc(F)c(Br)c2)c(OC)c1, C1CCOC1, CCCC[N+](CCCC)(CCCC)CCCC, ClCCl, [F-]. Yields the product COc1ccc(CN2OCC3CC(O)CC32c2ccc(F)c(Br)c2)c(OC)c1. As a reaction SMILES: [Br:1][c:2]1[cH:3][c:4]([C:9]23[N:10]([CH2:25][c:26]4[c:27]([O:34][CH3:35])[cH:28][c:29]([O:32][CH3:33])[cH:30][cH:31]4)[O:11][CH2:12][CH:13]2[CH2:14][CH:15]([O:17][Si:18]([C:19]([CH3:20])([CH3:21])[CH3:22])([CH3:23])[CH3:24])[CH2:16]3)[cH:5][cH:6][c:7]1[F:8].[CH2:54]1[O:55][CH2:56][CH2:57][CH2:58]1.[CH3:37][CH2:38][CH2:39][CH2:40][N+:41]([CH2:42][CH2:43][CH2:44][CH3:45])([CH2:46][CH2:47][CH2:48][CH3:49])[CH2:50][CH2:51][CH2:52][CH3:53].[Cl:59][CH2:60][Cl:61].[F-:36]>>[Br:1][c:2]1[cH:3][c:4]([C:9]23[N:10]([CH2:25][c:26]4[c:27]([O:34][CH3:35])[cH:28][c:29]([O:32][CH3:33])[cH:30][cH:31]4)[O:11][CH2:12][CH:13]2[CH2:14][CH:15]([OH:17])[CH2:16]3)[cH:5][cH:6][c:7]1[F:8]. Starting materials: CS(=O)(=O)Nc1cc(OCC(O)CN)ccc1O, CCCCS(=O)(=O)Nc1ccc(N2CCC(=O)CC2)cc1. Yields the product CCCCS(=O)(=O)Nc1ccc(N2CCC(NCC(O)COc3ccc(O)c(NS(C)(=O)=O)c3)CC2)cc1. RXN SMILES: [NH2:22][CH2:23][CH:24]([CH2:25][O:26][c:27]1[cH:28][cH:29][c:30]([OH:38])[c:31]([NH:33][S:34](=[O:35])(=[O:36])[CH3:37])[cH:32]1)[OH:39].[O:1]=[C:2]1[CH2:3][CH2:4][N:5]([c:8]2[cH:9][cH:10][c:11]([NH:14][S:15](=[O:16])(=[O:17])[CH2:18][CH2:19][CH2:20][CH3:21])[cH:12][cH:13]2)[CH2:6][CH2:7]1>>[CH:2]1([NH:22][CH2:23][CH:24]([CH2:25][O:26][c:27]2[cH:28][cH:29][c:30]([OH:38])[c:31]([NH:33][S:34](=[O:35])(=[O:36])[CH3:37])[cH:32]2)[OH:39])[CH2:3][CH2:4][N:5]([c:8]2[cH:9][cH:10][c:11]([NH:14][S:15](=[O:16])(=[O:17])[CH2:18][CH2:19][CH2:20][CH3:21])[cH:12][cH:13]2)[CH2:6][CH2:7]1. Reactants: FC1=CC=C(CBr)C=C1 (4-fluorobenzylbromide), C(C1=CC=CC=C1)N1CC(CCC1)CO (1-benzyl-3-(hydroxy-methyl)piperidine). Product: C(C1=CC=CC=C1)N1CC(CCC1)COCC1=CC=C(C=C1)F (1-benzyl-3-(4'-fluorobenzyloxymethyl) piperidine). RXN SMILES: [F:1][C:2]1[CH:9]=[CH:8][C:5]([CH2:6]Br)=[CH:4][CH:3]=1.[CH2:10]([N:17]1[CH2:22][CH2:21][CH2:20][CH:19]([CH2:23][OH:24])[CH2:18]1)[C:11]1[CH:16]=[CH:15][CH:14]=[CH:13][CH:12]=1>>[CH2:10]([N:17]1[CH2:22][CH2:21][CH2:20][CH:19]([CH2:23][O:24][CH2:6][C:5]2[CH:8]=[CH:9][C:2]([F:1])=[CH:3][CH:4]=2)[CH2:18]1)[C:11]1[CH:16]=[CH:15][CH:14]=[CH:13][CH:12]=1. Procedure details: Following the procedure for Example 139, 4-fluorobenzylbromide and 1-benzyl-3-(hydroxy-methyl)piperidine were reacted to give 1-benzyl-3-(4'-fluorobenzyloxymethyl) piperidine. Reactants: OC1=C2C(=NC=C1C(=O)OCC)CCC2 (ethyl 6,7-dihydro-4-hydroxy-5H-cyclopenta[b]pyridine-3-carboxylate), P(=O)(Cl)(Cl)Cl (phosphorous oxychloride). Product: ClC1=C2C(=NC=C1C(=O)OCC)CCC2 (ethyl 4-chloro-6,7-dihydro-5H-cyclopenta[b]pyridine-3-carboxylate). RXN SMILES: O[C:2]1[C:7]([C:8]([O:10][CH2:11][CH3:12])=[O:9])=[CH:6][N:5]=[C:4]2[CH2:13][CH2:14][CH2:15][C:3]=12.P(Cl)(Cl)([Cl:18])=O>>[Cl:18][C:2]1[C:7]([C:8]([O:10][CH2:11][CH3:12])=[O:9])=[CH:6][N:5]=[C:4]2[CH2:13][CH2:14][CH2:15][C:3]=12. Procedure: A mixture of 2.6 g of ethyl 6,7-dihydro-4-hydroxy-5H-cyclopenta[b]pyridine-3-carboxylate [J. Heterocyclic Chem. 12, 1245 (1975)] and 100 mL of phosphorous oxychloride is refluxed for 2.5 hours. The excess phosphorous oxychloride is then removed by evaporating under reduced pressure. The residue is dissolved in chloroform and washed with ice-cold saturated sodium bicarbonate aqueous solution. The chloroform layer is separated, dried over magnesium sulfate, passed through a short silica gel column... Reactants: [N+](=O)([O-])C=1C=C(C(=O)Cl)C=CC1 (3-nitrobenzoyl chloride), ice, [Sb](Cl)(Cl)(Cl)(Cl)Cl (antimony pentachloride), C1CC=2C1=CC=CC2 (benzocyclobutene), 3, ice. Run in C(Cl)Cl (methylene chloride), C(Cl)Cl (methylene chloride), C(Cl)Cl (methylene chloride), C(Cl)Cl (methylene chloride). Conditions: temperature -15 celsius, time 30 minute. The product is C1(=CC2=C1C=CC=C2)C2=C(C=C(C=C2)C(=O)C2=CC(=C(C=C2)C2=CC1=C2C=CC=C1)[N+](=O)[O-])[N+](=O)[O-] (4-benzocyclobutenyl-3-nitrophenyl ketone). Reaction SMILES: [N+:1]([C:4]1[CH:5]=[C:6]([CH:10]=[CH:11][CH:12]=1)[C:7](Cl)=[O:8])([O-:3])=[O:2].[Sb](Cl)(Cl)(Cl)(Cl)Cl.[CH2:19]1[C:22]2=[CH:23][CH:24]=[CH:25][CH:26]=[C:21]2[CH2:20]1>C(Cl)Cl>[C:19]1([C:12]2[CH:11]=[CH:10][C:6]([C:7]([C:6]3[CH:10]=[CH:11][C:12]([C:19]4[C:22]5[CH:23]=[CH:24][CH:25]=[CH:26][C:21]=5[CH:20]=4)=[C:4]([N+:1]([O-:3])=[O:2])[CH:5]=3)=[O:8])=[CH:5][C:4]=2[N+:1]([O-:3])=[O:2])[C:22]2[CH:23]=[CH:24][CH:25]=[CH:26][C:21]=2[CH:20]=1. Procedure details: 8.91 g (48.0 mmol) of 3-nitrobenzoyl chloride was placed in a 500 ml 3 necked round-bottomed flask equipped with a mechanical stirrer, a thermometer and an addition funnel capped with a nitrogen inlet-adaptor. About 200 ml of methylene chloride was added and the resultant colorless solution was subsequently chilled to about -15° C. under nitrogen. A methylene chloride (20 ml) solution of antimony pentachloride (11.05 g, 48.25 mmol) was then added dropwise over a period of 20 minutes. The yellow ... Starting materials: ClCC=1C(=NC=CC1)SC(C)C (3-Chloromethyl-2-isopropylsulfanyl-pyridine), C(C)OC(=O)C1C(C1)C1=CC(=C(C=C1)O)F (2-[3-fluoro-4-hydroxy-phenyl]-cyclopropane carboxylic acid ethyl ester). Yields the product FC=1C=C(C=CC1OCC=1C(=NC=CC1)SC(C)C)C1C(C1)C(=O)O (2-[3-fluoro-4-(2-isopropylsulfanyl-pyridin-3-ylmethoxy)-phenyl]-cyclopropane carboxylic acid). Isolated yield 83.0%. RXN SMILES: Cl[CH2:2][C:3]1[C:4]([S:9][CH:10]([CH3:12])[CH3:11])=[N:5][CH:6]=[CH:7][CH:8]=1.C([O:15][C:16]([CH:18]1[CH2:20][CH:19]1[C:21]1[CH:26]=[CH:25][C:24]([OH:27])=[C:23]([F:28])[CH:22]=1)=[O:17])C>>[F:28][C:23]1[CH:22]=[C:21]([CH:19]2[CH2:20][CH:18]2[C:16]([OH:17])=[O:15])[CH:26]=[CH:25][C:24]=1[O:27][CH2:2][C:3]1[C:4]([S:9][CH:10]([CH3:12])[CH3:11])=[N:5][CH:6]=[CH:7][CH:8]=1. Reported procedure: 3-Chloromethyl-2-isopropylsulfanyl-pyridine (0.040 g, 0.20 mmol) obtained in Step C of Preparation Example 1 and 2-[3-fluoro-4-hydroxy-phenyl]-cyclopropane carboxylic acid ethyl ester (0.044 g, 0.20 mmol) obtained in Step C of Preparation Example 44 were used to react sequentially in the same manner as in Steps A and B of Example 1 to obtain the title compound (0.060 g, 84%). Starting materials: C[Si](C(C)(C)C(C)C)(C)Cl (dimethylthexylsilyl chloride), C1=NC(=C2C(=N1)N(C=N2)[C@@H]3C[C@@H]([C@H]([C@H]3O)O)CO)N (aristeromycin), CN(C=O)C (dimethylformamide), N1C=NC=C1 (imidazole), C[Si](C(C)(C)C(C)C)(C)Cl (dimethylthexylsilyl chloride). Run in O (water). Yields the product NC1=C2N=CN(C2=NC=N1)[C@H]1[C@@H]([C@@H]([C@H](C1)CO[Si](C)(C)C(C)(C(C)C)C)O)O ((1R,2S,3R,5R)-3-[6-Amino-9H-purin-9-yl]-5-[((2,3-dimethylbut-2-yl)dimethylsilyloxy)methyl]-1,2-cyclopentanediol). Reaction SMILES: [CH:1]1[N:6]=[C:5]2[N:7]([C@H:10]3[C@H:14]([OH:15])[C@H:13]([OH:16])[C@@H:12]([CH2:17][OH:18])[CH2:11]3)[CH:8]=[N:9][C:4]2=[C:3]([NH2:19])[N:2]=1.CN(C)C=O.N1C=CN=C1.[CH3:30][Si:31](Cl)([CH3:38])[C:32]([CH:35]([CH3:37])[CH3:36])([CH3:34])[CH3:33]>O>[NH2:19][C:3]1[N:2]=[CH:1][N:6]=[C:5]2[C:4]=1[N:9]=[CH:8][N:7]2[C@@H:10]1[CH2:11][C@H:12]([CH2:17][O:18][Si:31]([C:32]([CH3:34])([CH:35]([CH3:37])[CH3:36])[CH3:33])([CH3:38])[CH3:30])[C@@H:13]([OH:16])[C@H:14]1[OH:15]. Procedure details: A mixture of aristeromycin (50 g) and dimethylformamide (250 ml) was stirred at room temperature and imidazole (50 g) and then dimethylthexylsilyl chloride (10 ml) were added. Three further 10 ml portions of dimethylthexylsilyl chloride were added after 20 min, 1 h and 1.75 h. After 4 h the resulting mixture was poured into rapidly stirred water (2.5 L). The suspension was filtered and the residue washed with water (2×250 ml). The air dried solid was added to di-isopropyl ether (500 ml) and stir... The reactants are COC(CCCCCCCC=C)=O (methyl-9-decenoate), acetylacetonate(dicarbonyl)-rhodium (II), C(C)(C)(C)C1=CC=2C(C3=CC(=CC(=C3OC2C(=C1)P(C1=CC=CC=C1)C1=CC=CC=C1)P(C1=CC=CC=C1)C1=CC=CC=C1)C(C)(C)C)(C)C (2,7-di-tert-butyl-9,9-dimethyl-4,5-bis(diphenylphosphino)xanthene). Conditions: temperature 85 celsius, time 16 hour. Yields the product OCCCCCCCCCCC(=O)OC (methyl 11-hydroxyundecanoate). Reaction SMILES: [CH3:1][O:2][C:3](=[O:13])[CH2:4][CH2:5][CH2:6][CH2:7][CH2:8][CH2:9][CH2:10][CH:11]=[CH2:12].C(C1C=C(P(C2C=CC=CC=2)C2C=CC=CC=2)C2[O:28][C:27]3C(=CC(C(C)(C)C)=CC=3P(C3C=CC=CC=3)C3C=CC=CC=3)C(C)(C)C=2C=1)(C)(C)C>>[OH:28][CH2:27][CH2:12][CH2:11][CH2:10][CH2:9][CH2:8][CH2:7][CH2:6][CH2:5][CH2:4][C:3]([O:2][CH3:1])=[O:13]. Procedure: A hydroformylation reaction was carried out in a Parr reactor (300 mL capacity) equipped with a mechanical stirrer, gas inlet tube, heating jacket, pressure transducer and thermocouple. The reactor was charged with methyl-9-decenoate (100 g, 0.54 mol), acetylacetonate(dicarbonyl)-rhodium (II) [Rh(CO)2 acac] (32 mg, 0.12 mmol), and 2,7-di-tert-butyl-9,9-dimethyl-4,5-bis(diphenylphosphino)xanthene (342 mg, 0.49 mmol) under nitrogen, and then the reactor was sealed. The reactor was connected to a f... Reactants: BrC=1C=CC=2N(C1)N=NC2 (6-Bromo-[1,2,3]triazolo[1,5-a]pyridine), C1(=CC=CC=C1)C#C (phenylacetylene). Product: C1(=CC=CC=C1)C#CC=1C=CC=2N(C1)N=NC2 (6-Phenylethynyl-[1,2,3]triazolo[1,5-a]pyridine). RXN SMILES: Br[C:2]1[CH:3]=[CH:4][C:5]2[N:6]([N:8]=[N:9][CH:10]=2)[CH:7]=1.[C:11]1([C:17]#[CH:18])[CH:16]=[CH:15][CH:14]=[CH:13][CH:12]=1>>[C:11]1([C:17]#[C:18][C:2]2[CH:3]=[CH:4][C:5]3[N:6]([N:8]=[N:9][CH:10]=3)[CH:7]=2)[CH:16]=[CH:15][CH:14]=[CH:13][CH:12]=1. Procedure: The title compound, light brown solid, MS: m/e=220.3 (M+H+), can be prepared in accordance with the general method of example 1 from 6-bromo-[1,2,3]triazolo[1,5-a]pyridine (example 34, step 1) and phenylacetylene. The reactants are O=C([O-])[O-], CN, CCn1c(=O)c(-c2cc(NC(=O)Nc3cccc(C#N)c3)c(F)cc2Cl)cc2cnc(Cl)cc21, [Cs+], [Cs+], C1COCCO1, O=C(C=Cc1ccccc1)C=Cc1ccccc1, O=C(C=Cc1ccccc1)C=Cc1ccccc1, O=C(C=Cc1ccccc1)C=Cc1ccccc1, [Pd], [Pd]. Product: CCn1c(=O)c(-c2cc(NC(=O)Nc3cccc(C#N)c3)c(F)cc2Cl)cc2cnc(NC)cc21. Reaction SMILES: [C:35](=[O:36])([O-:37])[O-:38].[CH3:41][NH2:42].[Cl:1][c:2]1[cH:3][c:4]([F:34])[c:5]([NH:22][C:23](=[O:24])[NH:25][c:26]2[cH:27][c:28]([C:32]#[N:33])[cH:29][cH:30][cH:31]2)[cH:6][c:7]1-[c:8]1[c:9](=[O:21])[n:10]([CH2:19][CH3:20])[c:11]2[cH:12][c:13]([Cl:18])[n:14][cH:15][c:16]2[cH:17]1.[Cs+:39].[Cs+:40].[O:43]1[CH2:44][CH2:45][O:46][CH2:47][CH2:48]1.[O:51]=[C:52]([CH:53]=[CH:54][c:55]1[cH:56][cH:57][cH:58][cH:59][cH:60]1)[CH:61]=[CH:62][c:63]1[cH:64][cH:65][cH:66][cH:67][cH:68]1.[O:69]=[C:70]([CH:71]=[CH:72][c:73]1[cH:74][cH:75][cH:76][cH:77][cH:78]1)[CH:79]=[CH:80][c:81]1[cH:82][cH:83][cH:84][cH:85][cH:86]1.[O:87]=[C:88]([CH:89]=[CH:90][c:91]1[cH:92][cH:93][cH:94][cH:95][cH:96]1)[CH:97]=[CH:98][c:99]1[cH:100][cH:101][cH:102][cH:103][cH:104]1.[Pd:49].[Pd:50]>>[Cl:1][c:2]1[cH:3][c:4]([F:34])[c:5]([NH:22][C:23](=[O:24])[NH:25][c:26]2[cH:27][c:28]([C:32]#[N:33])[cH:29][cH:30][cH:31]2)[cH:6][c:7]1-[c:8]1[c:9](=[O:21])[n:10]([CH2:19][CH3:20])[c:11]2[cH:12][c:13]([NH:42][CH3:41])[n:14][cH:15][c:16]2[cH:17]1.